Dataset: the Open Reaction Database (ORD), a public repository of structured organic reaction records. Task: describe an organic reaction: reactants, conditions, products, and yield Starting materials: C1(CCCCC1)N1C(N(C(C(=C1O)C(=O)NCC(=O)O)=O)C1CCCC1)=O (N-[(1-Cyclohexyl-3-cyclopentyl-6-hydroxy-2,4-dioxo-1,2,3,4-tetrahydro-5-pyrimidinyl)carbonyl]glycine), N(=C=O)CC(=O)OCC (Ethyl isocyanatoacetate), C1(CCCCC1)N1C(N(C(CC1=O)=O)C1CCCC1)=O (1-cyclohexyl-3-cyclopentyl-2,4,6(1H,3H,5H)-pyrimidinetrione), C(C)(C)N(CC)C(C)C (diisopropylethylamine). Solvent: ClCCl (dichloromethane). Conditions: time 2 hour. The product is C1(CCCCC1)N1C(N(C(=C(C1=O)C(=O)NCC(=O)O)O)C1CCCC1)=O (N-[(3-Cyclohexyl-1-cyclopentyl-6-hydroxy-2,4-dioxo-1,2,3,4-tetrahydro-5-pyrimidinyl)carbonyl]glycine). The yield is 49.0%. As a reaction SMILES: [CH:1]1([N:7]2[C:12]([OH:13])=[C:11]([C:14]([NH:16][CH2:17][C:18]([OH:20])=[O:19])=[O:15])[C:10](=[O:21])[N:9]([CH:22]3[CH2:26][CH2:25][CH2:24][CH2:23]3)[C:8]2=[O:27])[CH2:6][CH2:5][CH2:4][CH2:3][CH2:2]1.N(CC(OCC)=O)=C=O.C1(N2C(=O)CC(=O)N(C3CCCC3)C2=O)CCCCC1.C(N(C(C)C)CC)(C)C>ClCCl>[CH:1]1([N:7]2[C:12](=[O:13])[C:11]([C:14]([NH:16][CH2:17][C:18]([OH:20])=[O:19])=[O:15])=[C:10]([OH:21])[N:9]([CH:22]3[CH2:23][CH2:24][CH2:25][CH2:26]3)[C:8]2=[O:27])[CH2:2][CH2:3][CH2:4][CH2:5][CH2:6]1. Reported procedure: N-[(1-Cyclohexyl-3-cyclopentyl-6-hydroxy-2,4-dioxo-1,2,3,4-tetrahydro-5-pyrimidinyl)carbonyl]glycine. Ethyl isocyanatoacetate (8.33 mL, 74.3 mmoles) was added to a mixture of 1-cyclohexyl-3-cyclopentyl-2,4,6(1H,3H,5H)-pyrimidinetrione (18.8 g, 67.54 mmoles) and diisopropylethylamine (23.53 mL, 135.08 mmoles) in dichloromethane (800 mL) and stirred for 2 hours. Reaction mixture from a prior run (approx 25% scale) was added. The combined reaction mixture was washed with 2 molar hydrochloric acid (... Run at time 7 hour. Procedure details: Charged in a reaction vessel equipped with a reflux cooler, a pressure-reducing device and a stirrer, were 94 parts of carbolic acid, 162 parts of formalin (37% aqueous solution) and 30 parts of sodium hydroxide (10% aqueous solution). The temperature was elevated and the reaction carried out at 60° C. for 7 hours. Acetic acid was added to neutralize the reaction mixture and adjust the pH to 4 to 5 and dehydration was carried out under reduced pressure. The obtained resin washeated and, while be... Reactants: C(C)(=O)O (Acetic acid), [OH-].[Na+] (sodium hydroxide), C=1C=CC(=CC1)O (carbolic acid), C=O (formalin). Product: phenolic resin ( 6 ), C=O.C=1C=CC(=CC1)O (formalin carbolic acid). Run in O (water), O (water). As a reaction SMILES: [CH:1]1[CH:2]=[CH:3][C:4]([OH:7])=[CH:5][CH:6]=1.C=O.[OH-].[Na+].C(O)(=O)C>O>[CH2:4]=[O:7].[CH:1]1[CH:2]=[CH:3][C:4]([OH:7])=[CH:5][CH:6]=1 |f:2.3,6.7|.